From a dataset of the Open Reaction Database (ORD), a public repository of structured organic reaction records. describe an organic reaction: reactants, conditions, products, and yield Reactants: C=Cc1ccc(Br)cc1F, O=C([O-])[O-], COC(=O)c1cncc(B(O)O)c1, Cl, Cl, [K+], [K+]. Product: C=Cc1ccc(-c2cncc(C(=O)OC)c2)cc1F. RXN SMILES: [Br:1][c:2]1[cH:3][c:4]([F:10])[c:5]([CH:8]=[CH2:9])[cH:6][cH:7]1.[C:26](=[O:27])([O-:28])[O-:29].[CH3:12][O:13][C:14](=[O:15])[c:16]1[cH:17][c:18]([B:22]([OH:23])[OH:24])[cH:19][n:20][cH:21]1.[ClH:11].[ClH:25].[K+:30].[K+:31]>>[c:2]1(-[c:18]2[cH:17][c:16]([C:14]([O:13][CH3:12])=[O:15])[cH:21][n:20][cH:19]2)[cH:3][c:4]([F:10])[c:5]([CH:8]=[CH2:9])[cH:6][cH:7]1. Yield: 96.3%. The solvent is O1CCOCC1 (1,4-dioxane). Product: CC=1C=C(C(=O)OC)C=CC1N1CCCCC1 (Methyl 3-methyl-4-piperidin-1-ylbenzoate). Procedure: To a stirred solution of methyl 4-bromo-3-methylbenzoate (ABCR, 5 g, 21.8 mmol) in dry 1,4-dioxane (100 mL), were added dry Cs2CO3 (10.65 g, 32.7 mmol) and piperidine (2.2 g, 26 mmol). The mixture was degassed with N2 for 10 min. BINAP (0.67 g, 1.1 mmol) and palladium(II)acetate (0.24 g, 1.1 mmol) were added under N2 and the resulting mixture was refluxed for 15 h. The reaction mixture was filtered through a pad of celite and the filtrate was evaporated. The crude product was purified by flash c... Starting materials: BrC1=C(C=C(C(=O)OC)C=C1)C (methyl 4-bromo-3-methylbenzoate), C(=O)([O-])[O-].[Cs+].[Cs+] (Cs2CO3), N1CCCCC1 (piperidine). Reagents/catalysts: C(C)(=O)[O-].[Pd+2].C(C)(=O)[O-] (palladium(II)acetate), C=1C=CC(=CC1)P(C=2C=CC=CC2)C3=CC=C4C=CC=CC4=C3C5=C6C=CC=CC6=CC=C5P(C=7C=CC=CC7)C=8C=CC=CC8 (BINAP). As a reaction SMILES: Br[C:2]1[CH:11]=[CH:10][C:5]([C:6]([O:8][CH3:9])=[O:7])=[CH:4][C:3]=1[CH3:12].C([O-])([O-])=O.[Cs+].[Cs+].[NH:19]1[CH2:24][CH2:23][CH2:22][CH2:21][CH2:20]1>O1CCOCC1.C([O-])(=O)C.[Pd+2].C([O-])(=O)C.C1C=CC(P(C2C(C3C(P(C4C=CC=CC=4)C4C=CC=CC=4)=CC=C4C=3C=CC=C4)=C3C(C=CC=C3)=CC=2)C2C=CC=CC=2)=CC=1>[CH3:12][C:3]1[CH:4]=[C:5]([CH:10]=[CH:11][C:2]=1[N:19]1[CH2:24][CH2:23][CH2:22][CH2:21][CH2:20]1)[C:6]([O:8][CH3:9])=[O:7] |f:1.2.3,6.7.8|.